Dataset: the Open Reaction Database (ORD), a public repository of structured organic reaction records. Task: describe an organic reaction: reactants, conditions, products, and yield Reactants: CO, COC(OC)OC, COC(=O)c1ccc(C=O)nc1, O=S(=O)(O)O. Product: COC(=O)c1ccc(C(OC)OC)nc1. RXN SMILES: [CH3:25][OH:26].[CH:18]([O:19][CH3:20])([O:21][CH3:22])[O:23][CH3:24].[CH:1](=[O:2])[c:3]1[n:4][cH:5][c:6]([C:9](=[O:10])[O:11][CH3:12])[cH:7][cH:8]1.[S:13](=[O:14])(=[O:15])([OH:16])[OH:17]>>[c:3]1([CH:18]([O:21][CH3:22])[O:23][CH3:24])[n:4][cH:5][c:6]([C:9](=[O:10])[O:11][CH3:12])[cH:7][cH:8]1. The reactants are Cl.N1C[C@H](CC1)NC(=O)C1=CNC2=C1N=CN=C2C2=C(C=CC=1OCOC12)OCC1CC1 (4-(5-Cyclopropylmethoxy-benzo[1,3]dioxol-4-yl)-5H-pyrrolo[3,2-d]pyrimidine-7-carboxylic acid (S)-pyrrolidin-3-ylamide hydrochloride), C1(CC1)C(=O)Cl (cyclopropanecarbonyl chloride). Yields the product C1(CC1)C(=O)N1C[C@H](CC1)NC(=O)C1=CNC2=C1N=CN=C2C2=C(C=CC=1OCOC12)OCC1CC1 (4-(5-Cyclopropylmethoxy-benzo[1,3]dioxol-4-yl)-5H-pyrrolo[3,2-d]pyrimidine-7-carboxylic acid [(S)-1-(1-cyclopropyl-methanoyl)-pyrrolidin-3-yl]amide). RXN SMILES: Cl.[NH:2]1[CH2:6][CH2:5][C@H:4]([NH:7][C:8]([C:10]2[C:14]3[N:15]=[CH:16][N:17]=[C:18]([C:19]4[C:27]5[O:26][CH2:25][O:24][C:23]=5[CH:22]=[CH:21][C:20]=4[O:28][CH2:29][CH:30]4[CH2:32][CH2:31]4)[C:13]=3[NH:12][CH:11]=2)=[O:9])[CH2:3]1.[CH:33]1([C:36](Cl)=[O:37])[CH2:35][CH2:34]1>>[CH:33]1([C:36]([N:2]2[CH2:6][CH2:5][C@H:4]([NH:7][C:8]([C:10]3[C:14]4[N:15]=[CH:16][N:17]=[C:18]([C:19]5[C:27]6[O:26][CH2:25][O:24][C:23]=6[CH:22]=[CH:21][C:20]=5[O:28][CH2:29][CH:30]5[CH2:32][CH2:31]5)[C:13]=4[NH:12][CH:11]=3)=[O:9])[CH2:3]2)=[O:37])[CH2:35][CH2:34]1 |f:0.1|. Procedure: Starting from 4-(5-Cyclopropylmethoxy-benzo[1,3]dioxol-4-yl)-5H-pyrrolo[3,2-d]pyrimidine-7-carboxylic acid (S)-pyrrolidin-3-ylamide hydrochloride (example A143) and cyclopropanecarbonyl chloride the title compound is obtained as colorless solid. The reactants are CCC(=C(c1ccccc1)c1ccc(C=CC(=O)O)cc1)c1ccccc1, Cc1ccc(S(N)(=O)=O)cc1. Product: CCC(=C(c1ccccc1)c1ccc(C=CC(=O)NS(=O)(=O)c2ccc(C)cc2)cc1)c1ccccc1. Reaction SMILES: [c:1]1([C:7](=[C:8]([CH2:9][CH3:10])[c:11]2[cH:12][cH:13][cH:14][cH:15][cH:16]2)[c:17]2[cH:18][cH:19][c:20]([CH:23]=[CH:24][C:25](=[O:26])[OH:27])[cH:21][cH:22]2)[cH:2][cH:3][cH:4][cH:5][cH:6]1.[c:28]1([CH3:38])[cH:29][cH:30][c:31]([S:34](=[O:35])(=[O:36])[NH2:37])[cH:32][cH:33]1>>[c:1]1([C:7](=[C:8]([CH2:9][CH3:10])[c:11]2[cH:12][cH:13][cH:14][cH:15][cH:16]2)[c:17]2[cH:18][cH:19][c:20]([CH:23]=[CH:24][C:25](=[O:26])[NH:37][S:34]([c:31]3[cH:30][cH:29][c:28]([CH3:38])[cH:33][cH:32]3)(=[O:35])=[O:36])[cH:21][cH:22]2)[cH:2][cH:3][cH:4][cH:5][cH:6]1. The reactants are esters, O1CCC(CC1)C(=O)O (tetrahydropyran-4-carboxylic acid), C(CCl)OCCCl (2,2'-dichlorodiethyl ether), [Na] (sodium), C(CC(=O)OCC)(=O)OCC (diethyl malonate). Product: O1CCC(CC1)(C(=O)OCC)C(=O)OCC (diethyl tetrahydropyran-4,4-dicarboxylate). As a reaction SMILES: O1CCC(C(O)=O)CC1.[CH2:10]([O:13][CH2:14][CH2:15]Cl)[CH2:11]Cl.[Na].[C:18]([O:26][CH2:27][CH3:28])(=[O:25])[CH2:19][C:20]([O:22][CH2:23][CH3:24])=[O:21]>>[O:13]1[CH2:14][CH2:15][C:19]([C:20]([O:22][CH2:23][CH3:24])=[O:21])([C:18]([O:26][CH2:27][CH3:28])=[O:25])[CH2:11][CH2:10]1 |^1:16|. Reported procedure: According to the statements in J. Chem. Soc., 2525-30 (1930) esters of tetrahydropyran-4-carboxylic acid can be prepared by treating 2,2'-dichlorodiethyl ether with the sodium salt of diethyl malonate to form diethyl tetrahydropyran-4,4-dicarboxylate, hydrolyzing to obtain tetrahydropyran-4,4-dicarboxylic acid, decarboxylating to tetrahydropyran-4-carboxylic acid, and finally esterifying. Starting materials: CC(C)N(C(N)=O)c1ccc2c(c1)OCO2, O=Cc1ccc2c(c1)OCCO2. The product is CC(C)N1C(=O)NC(c2ccc3c(c2)OCCO3)c2cc3c(cc21)OCO3. RXN SMILES: [CH:1]([CH3:2])([CH3:3])[N:4]([C:5](=[O:6])[NH2:7])[c:8]1[cH:9][c:10]2[c:11]([cH:12][cH:13]1)[O:14][CH2:15][O:16]2.[O:17]1[CH2:18][CH2:19][O:20][c:21]2[c:22]1[cH:23][cH:24][c:25]([CH:27]=[O:28])[cH:26]2>>[CH:1]([CH3:2])([CH3:3])[N:4]1[C:5](=[O:6])[NH:7][CH:27]([c:25]2[cH:24][cH:23][c:22]3[c:21]([cH:26]2)[O:20][CH2:19][CH2:18][O:17]3)[c:13]2[c:8]1[cH:9][c:10]1[c:11]([cH:12]2)[O:14][CH2:15][O:16]1. The reactants are COC1=C(C=C2CCC(C2=C1)=O)N1CCOCC1 (6-methoxy-5-morpholino-2,3-dihydro-1H-inden-1-one), C(C1=CN=CC=C1)=O (nicotinaldehyde), [OH-].[Na+] (NaOH). Run in CO.O (MeOH H2O), C(Cl)(Cl)Cl (chloroform). Reaction conditions: time 6 hour. The product is COC1=C(C=C2C\C(\C(C2=C1)=O)=C/C=1C=NC=CC1)N1CCOCC1 ((E)-6-methoxy-5-morpholino-2-(pyridin-3-ylmethylene)-2,3-dihydro-1H-inden-1-one). Reaction SMILES: [CH3:1][O:2][C:3]1[CH:11]=[C:10]2[C:6]([CH2:7][CH2:8][C:9]2=[O:12])=[CH:5][C:4]=1[N:13]1[CH2:18][CH2:17][O:16][CH2:15][CH2:14]1.[CH:19](=O)[C:20]1[CH:25]=[CH:24][CH:23]=[N:22][CH:21]=1.[OH-].[Na+]>CO.O.C(Cl)(Cl)Cl>[CH3:1][O:2][C:3]1[CH:11]=[C:10]2[C:6]([CH2:7]/[C:8](=[CH:19]\[C:20]3[CH:21]=[N:22][CH:23]=[CH:24][CH:25]=3)/[C:9]2=[O:12])=[CH:5][C:4]=1[N:13]1[CH2:14][CH2:15][O:16][CH2:17][CH2:18]1 |f:2.3,4.5|. Procedure details: To a solution of 13 (0.1 g, 0.404 mmol) in MeOH/H2O (1:1) was added nicotinaldehyde 241 (0.052 g, 0.484 mmol) and NaOH (0.032 g, 0.808 mmol). The reaction was stirred at RT for 6 h, diluted with chloroform and washed with water (3×25 mL). The organic layer was dried over sodium sulphate and concentrated to get the crude, which was purified through flash chromatography by using 100-200 mesh silica gel. The compound 242 was eluted at 30% ethyl acetate in hexane to afford yellow coloured solid (E)-...